Dataset: the Open Reaction Database (ORD), a public repository of structured organic reaction records. Task: describe an organic reaction: reactants, conditions, products, and yield The reactants are BrC1=C(C=CC(=C1)Cl)O (2-bromo-4-chloro-phenol), FC(COS(=O)(=O)C(F)(F)F)(F)F (trifluoro-methanesulfonic acid 2,2,2-trifluoro-ethyl ester), C([O-])([O-])=O.[K+].[K+] (potassium carbonate). Solvent: CN(C)C=O (N,N-dimethylformaldehyde). Run at temperature 100 celsius. Product: BrC1=C(C=CC(=C1)Cl)OCC(F)(F)F (2-bromo-4-chloro-1-(2,2,2-trifluoro-ethoxy)-benzene). The yield is 108.0%. RXN SMILES: [Br:1][C:2]1[CH:7]=[C:6]([Cl:8])[CH:5]=[CH:4][C:3]=1[OH:9].[F:10][C:11]([F:22])([F:21])[CH2:12]OS(C(F)(F)F)(=O)=O.C(=O)([O-])[O-].[K+].[K+]>CN(C=O)C>[Br:1][C:2]1[CH:7]=[C:6]([Cl:8])[CH:5]=[CH:4][C:3]=1[O:9][CH2:12][C:11]([F:22])([F:21])[F:10] |f:2.3.4|. Procedure: A mixture of 2-bromo-4-chloro-phenol (2.0 g, 9.6 mmol), trifluoro-methanesulfonic acid 2,2,2-trifluoro-ethyl ester (3.8 g, 16.4 mmol), potassium carbonate (8.0 g, 59 mmol), and N,N-dimethylformaldehyde (80 ml) was heated to 100° C. for 72 hours. After cooling to room temperature, the mixture was concentrated under reduced pressure. The residue was treated with water (150 ml) and extracted with ethyl acetate (160 ml). The organic extract was dried over magnesium sulfate and concentrated under red... Reactants: NC1=C2N=C(N(C2=NC(=N1)OCCOC)CC=1C=C(C=CC1)CO)OC ((3-((6-amino-8-methoxy-2-(2-methoxyethoxy)-9H-purin-9-yl)methyl)phenyl)methanol), P(Br)(Br)Br (phosphorus tribromide). The solvent is ClCCl (dichloromethane). Reaction conditions: temperature 0 celsius, time 20 minute. The product is BrCC=1C=C(CN2C3=NC(=NC(=C3N=C2OC)N)OCCOC)C=CC1 (9-(3-(bromomethyl)benzyl)-8-methoxy-2-(2-methoxyethoxy)-9H-purin-6-amine). As a reaction SMILES: [NH2:1][C:2]1[N:10]=[C:9]([O:11][CH2:12][CH2:13][O:14][CH3:15])[N:8]=[C:7]2[C:3]=1[N:4]=[C:5]([O:25][CH3:26])[N:6]2[CH2:16][C:17]1[CH:18]=[C:19]([CH2:23]O)[CH:20]=[CH:21][CH:22]=1.P(Br)(Br)[Br:28]>ClCCl>[Br:28][CH2:23][C:19]1[CH:18]=[C:17]([CH:22]=[CH:21][CH:20]=1)[CH2:16][N:6]1[C:5]([O:25][CH3:26])=[N:4][C:3]2[C:7]1=[N:8][C:9]([O:11][CH2:12][CH2:13][O:14][CH3:15])=[N:10][C:2]=2[NH2:1]. Procedure: A solution of Compound 7 (65 mg, 0.18 mmol) in dichloromethane (2 mL) was cooled to 0° C. and phosphorus tribromide (17 μL, 48.9 mg, 0.18 mmol) was added by syringe. The reaction mixture was stirred at 0° C. and the progress of the reaction was monitored by TLC (silica gel, eluting 10% methanol in ethyl acetate). After 20 minutes, the reaction mixture was quenched with saturated sodium bicarbonate solution, washed with water, and the combined organic layers were dried over sodium sulfate and eva...